Dataset: the Open Reaction Database (ORD), a public repository of structured organic reaction records. Task: describe an organic reaction: reactants, conditions, products, and yield Starting materials: CC=1NC2=C(N1)C=C(C(=C2)O[Si](C)(C)C(C)(C)C)OC2CCN(CC2)C(=O)OC(C)(C)C (2-methyl-5-(tert-butyldimethylsilyl)oxy-6-(N-(tert-butoxycarbonyl)piperidin-4-yloxy)benzimidazole), [H-].[Na+] (NaH), CN(C)C=O (DMF), BrCC1=CC=C2C=CC(=CC2=C1)C#N (7-bromomethyl-2-naphthonitrile), C(C)(=O)OCC (ethyl acetate). Run in O (H2O). Reaction conditions: time 1 hour. The product is CC1=NC2=C(N1CC1=CC=C(C3=CC=CC=C13)C#N)C=C(C(=C2)O[Si](C)(C)C(C)(C)C)OC2CCN(CC2)C(=O)OC(C)(C)C (2-methyl-5-(tert-butyldimethylsilyl)oxy-6-(N-(tert-butoxycarbonyl)piperidin-4-yloxy)-1-(4-cyanonaphth-1-yl)methylbenzimidazole), CC1=NC2=C(N1CC1=CC=C(C3=CC=CC=C13)C#N)C=C(C(=C2)OC2CCN(CC2)C(=O)OC(C)(C)C)O[Si](C)(C)C(C)(C)C (2-methyl-6-(tert-butyldimethylsilyl)oxy-5-(N-(tert-butoxycarbonyl)piperidin-4-yloxy)-1-(4-cyanonaphth-1-yl)methylbenzimidazole). Reaction SMILES: [CH3:1][C:2]1[NH:3][C:4]2[CH:10]=[C:9]([O:11][Si:12]([C:15]([CH3:18])([CH3:17])[CH3:16])([CH3:14])[CH3:13])[C:8]([O:19][CH:20]3[CH2:25][CH2:24][N:23]([C:26]([O:28][C:29]([CH3:32])([CH3:31])[CH3:30])=[O:27])[CH2:22][CH2:21]3)=[CH:7][C:5]=2[N:6]=1.[H-].[Na+].BrC[C:37]1[CH:46]=[C:45]2[C:40]([CH:41]=[CH:42][C:43](C#N)=[CH:44]2)=[CH:39][CH:38]=1.[C:49](OCC)(=O)C.[CH3:55][N:56]([CH:58]=O)C>O>[CH3:1][C:2]1[N:6]([CH2:49][C:41]2[C:40]3[C:45](=[CH:46][CH:37]=[CH:38][CH:39]=3)[C:44]([C:55]#[N:56])=[CH:43][CH:42]=2)[C:5]2[CH:7]=[C:8]([O:19][CH:20]3[CH2:21][CH2:22][N:23]([C:26]([O:28][C:29]([CH3:32])([CH3:31])[CH3:30])=[O:27])[CH2:24][CH2:25]3)[C:9]([O:11][Si:12]([C:15]([CH3:18])([CH3:16])[CH3:17])([CH3:14])[CH3:13])=[CH:10][C:4]=2[N:3]=1.[CH3:1][C:2]1[N:3]([CH2:49][C:41]2[C:40]3[C:45](=[CH:46][CH:37]=[CH:38][CH:39]=3)[C:44]([C:58]#[N:56])=[CH:43][CH:42]=2)[C:4]2[CH:10]=[C:9]([O:11][Si:12]([C:15]([CH3:18])([CH3:16])[CH3:17])([CH3:14])[CH3:13])[C:8]([O:19][CH:20]3[CH2:21][CH2:22][N:23]([C:26]([O:28][C:29]([CH3:32])([CH3:31])[CH3:30])=[O:27])[CH2:24][CH2:25]3)=[CH:7][C:5]=2[N:6]=1 |f:1.2|. Procedure: To 2-methyl-5-(tert-butyldimethylsilyl)oxy-6-(N-(tert-butoxycarbonyl)piperidin-4-yloxy)benzimidazole (6.6 g) in DMF (50 mL) was added NaH (0.65 g) at ambient temperature. After stirring at ambient temperature for 30 minutes 7-bromomethyl-2-naphthonitrile (3.88 g) was added. The reaction mixture was stirred at ambient temperature for 1 hour. The reaction was worked up between ethyl acetate and H2O. The organic layer was dried, concentrated and purified by silica gel chromatography (hexane/ethyl a... The product is COC1=CC=C(CN2N=NC(=C2C(C2=C(C=C(C=C2)OCOC)[N+](=O)[O-])=O)C(=O)O)C=C1 (1-(4-methoxybenzyl)-5-(4-methoxymethoxy-2-nitrobenzoyl)-1,2,3-triazole-4-carboxylic acid). Run in O1CCCC1 (tetrahydrofuran). The reactants are COC1=CC=C(CN2N=NC(=C2C(C2=C(C=C(C=C2)OCOC)[N+](=O)[O-])=O)C(=O)OCC)C=C1 (ethyl 1-(4-methoxybenzyl)-5-(4-methoxymethoxy-2-nitrobenzoyl)-1,2,3-triazole-4-carboxylate), [OH-].[Na+] (sodium hydroxide). Reaction SMILES: [CH3:1][O:2][C:3]1[CH:34]=[CH:33][C:6]([CH2:7][N:8]2[C:12]([C:13](=[O:27])[C:14]3[CH:19]=[CH:18][C:17]([O:20][CH2:21][O:22][CH3:23])=[CH:16][C:15]=3[N+:24]([O-:26])=[O:25])=[C:11]([C:28]([O:30]CC)=[O:29])[N:10]=[N:9]2)=[CH:5][CH:4]=1.[OH-].[Na+]>O1CCCC1>[CH3:1][O:2][C:3]1[CH:4]=[CH:5][C:6]([CH2:7][N:8]2[C:12]([C:13](=[O:27])[C:14]3[CH:19]=[CH:18][C:17]([O:20][CH2:21][O:22][CH3:23])=[CH:16][C:15]=3[N+:24]([O-:26])=[O:25])=[C:11]([C:28]([OH:30])=[O:29])[N:10]=[N:9]2)=[CH:33][CH:34]=1 |f:1.2|. Reported procedure: In the same manner as above, a solution of ethyl 1-(4-methoxybenzyl)-5-(4-methoxymethoxy-2-nitrobenzoyl)-1,2,3-triazole-4-carboxylate (b-2) (3.16 g, 6.72 mmole) in tetrahydrofuran (50 ml) was hydrolyzed with a 1N aqueous sodium hydroxide solution (13 ml) at room temperature for 3 hours to give 1-(4-methoxybenzyl)-5-(4-methoxymethoxy-2-nitrobenzoyl)-1,2,3-triazole-4-carboxylic acid (c-2':MP) (2.22 g, 75%) The reactants are C(C)(C)(C)NS(=O)(=O)C1=C(C=CC=C1)B(O)O (2-[N-(tert-Butyl)sulfamoyl]benzeneboronic acid), C(=O)([O-])[O-].[K+].[K+] (K2CO3), COC([C@@H](NC(C1=C(C=CC=C1Cl)Cl)=O)CC1=CC=C(C=C1)Br)=O (N-(2,6-dichlorobenzoyl)-4-bromo-L-phenylalanine methyl ester). Reagents/catalysts: C=1C=CC(=CC1)[P](C=2C=CC=CC2)(C=3C=CC=CC3)[Pd]([P](C=4C=CC=CC4)(C=5C=CC=CC5)C=6C=CC=CC6)([P](C=7C=CC=CC7)(C=8C=CC=CC8)C=9C=CC=CC9)[P](C=1C=CC=CC1)(C=1C=CC=CC1)C=1C=CC=CC1 (Pd(Ph3P)4). The solvent is O (water), CCOC(=O)C (EtOAc), COCCOC (DME), O (water). Conditions: temperature 80 celsius. Product: COC([C@@H](NC(C1=C(C=CC=C1Cl)Cl)=O)CC1=CC=C(C=C1)C1=C(C=CC=C1)S(NC(C)(C)C)(=O)=O)=O (N-(2,6-Dichlorobenzoyl)-4-[2-[N-(tert-butyl)sulfamoyl]phenyl]-L-phenylalanine methyl ester). Yield: 76.5%. As a reaction SMILES: [C:1]([NH:5][S:6]([C:9]1[CH:14]=[CH:13][CH:12]=[CH:11][C:10]=1B(O)O)(=[O:8])=[O:7])([CH3:4])([CH3:3])[CH3:2].C([O-])([O-])=O.[K+].[K+].[CH3:24][O:25][C:26](=[O:47])[C@H:27]([CH2:39][C:40]1[CH:45]=[CH:44][C:43](Br)=[CH:42][CH:41]=1)[NH:28][C:29](=[O:38])[C:30]1[C:35]([Cl:36])=[CH:34][CH:33]=[CH:32][C:31]=1[Cl:37]>COCCOC.C1C=CC([P]([Pd]([P](C2C=CC=CC=2)(C2C=CC=CC=2)C2C=CC=CC=2)([P](C2C=CC=CC=2)(C2C=CC=CC=2)C2C=CC=CC=2)[P](C2C=CC=CC=2)(C2C=CC=CC=2)C2C=CC=CC=2)(C2C=CC=CC=2)C2C=CC=CC=2)=CC=1.O.CCOC(C)=O>[CH3:24][O:25][C:26](=[O:47])[C@H:27]([CH2:39][C:40]1[CH:41]=[CH:42][C:43]([C:10]2[CH:11]=[CH:12][CH:13]=[CH:14][C:9]=2[S:6](=[O:8])(=[O:7])[NH:5][C:1]([CH3:4])([CH3:3])[CH3:2])=[CH:44][CH:45]=1)[NH:28][C:29](=[O:38])[C:30]1[C:31]([Cl:37])=[CH:32][CH:33]=[CH:34][C:35]=1[Cl:36] |f:1.2.3,^1:57,59,78,97|. Reported procedure: 2-[N-(tert-Butyl)sulfamoyl]benzeneboronic acid (0.4 g) was dissolved in DME (10 mL). To this solution was added K2CO3 (0.1 g), N-(2,6-dichlorobenzoyl)-4-bromo-L-phenylalanine methyl ester (0.1 g), Pd(Ph3P)4 (0.1 g) and water (0.2 mL). The mixture was heated at 80° C. overnight. After cooling, EtOAc and water were added to the mixture. The EtOAc phase was dried (MgSO4), filtered and evaporated. The residue was purified by flash column chromatography (silica gel; eluent: EtOAc/hexanes 1:2) to give... The reactants are CC(C)(C)OC(=O)NCCCCC(=O)O, C1COCCN1, CCN=C=NCCCN(C)C, ClCCl, Cl. The product is CC(C)(C)OC(=O)NCCCCC(=O)N1CCOCC1. RXN SMILES: [C:1]([CH3:2])([CH3:3])([CH3:4])[O:5][C:6](=[O:7])[NH:8][CH2:9][CH2:10][CH2:11][CH2:12][C:13](=[O:14])[OH:15].[CH2:16]1[CH2:17][O:18][CH2:19][CH2:20][NH:21]1.[CH2:23]([N:24]=[C:25]=[N:26][CH2:27][CH2:28][CH2:29][N:30]([CH3:31])[CH3:32])[CH3:33].[CH2:34]([Cl:35])[Cl:36].[ClH:22]>>[C:1]([CH3:2])([CH3:3])([CH3:4])[O:5][C:6](=[O:7])[NH:8][CH2:9][CH2:10][CH2:11][CH2:12][C:13](=[O:15])[N:21]1[CH2:16][CH2:17][O:18][CH2:19][CH2:20]1. Starting materials: FC(C(=O)O)(F)F (Trifluoroacetic acid), C([O-])(O)=O.[Na+] (sodium bicarbonate), C(C1=CC=CC=C1)OC1=CC=C2C(C(=C(OC2=C1C(O)C1CC1)C1CCN(CC1)C(CC)=O)C)=O (7-(Benzyloxy)-8-[cyclopropyl(hydroxy)methyl]-3-methyl-2-(1-propanoylpiperidin-4-yl)-4H-chromen-4-one), C(C)[SiH](CC)CC (triethylsilane), FC(C(=O)O)(F)F (trifluoroacetic acid). Yield: 64.2%. Solvent: ClCCl (dichloromethane). Reported procedure: To a solution of 7-(benzyloxy)-8-[cyclopropyl(hydroxy)methyl]-3-methyl-2-(1-propanoylpiperidin-4-yl)-4H-chromen-4-one (100 mg, 0.21 mmol) obtained in Example 34-3 in dichloromethane (2 mL), triethylsilane (336 μL, 2.10 mmol) was added dropwise under cooling with ice. Then, trifluoroacetic acid (79 μL, 1.05 mmol) was added dropwise thereto, and the mixture was stirred for 15 minutes under cooling with ice and then at room temperature for 1 hour. Trifluoroacetic acid (79 μL, 1.05 mmol) was added d... As a reaction SMILES: [CH2:1]([O:8][C:9]1[C:18]([CH:19]([CH:21]2[CH2:23][CH2:22]2)O)=[C:17]2[C:12]([C:13](=[O:35])[C:14]([CH3:34])=[C:15]([CH:24]3[CH2:29][CH2:28][N:27]([C:30](=[O:33])[CH2:31][CH3:32])[CH2:26][CH2:25]3)[O:16]2)=[CH:11][CH:10]=1)[C:2]1[CH:7]=[CH:6][CH:5]=[CH:4][CH:3]=1.C([SiH](CC)CC)C.FC(F)(F)C(O)=O.C(=O)(O)[O-].[Na+]>ClCCl>[CH2:1]([O:8][C:9]1[C:18]([CH2:19][CH:21]2[CH2:23][CH2:22]2)=[C:17]2[C:12]([C:13](=[O:35])[C:14]([CH3:34])=[C:15]([CH:24]3[CH2:29][CH2:28][N:27]([C:30](=[O:33])[CH2:31][CH3:32])[CH2:26][CH2:25]3)[O:16]2)=[CH:11][CH:10]=1)[C:2]1[CH:3]=[CH:4][CH:5]=[CH:6][CH:7]=1 |f:3.4|. Product: C(C1=CC=CC=C1)OC1=CC=C2C(C(=C(OC2=C1CC1CC1)C1CCN(CC1)C(CC)=O)C)=O (7-(Benzyloxy)-8-(cyclopropylmethyl)-3-methyl-2-(1-propanoylpiperidin-4-yl)-4H-chromen-4-one). Reaction conditions: time 15 minute. Reactants: ClC1=CC(=C(N)C=C1)[N+](=O)[O-] (4-chloro-2-nitroaniline), ICl (iodine monochloride), O (water). Run in C(C)(=O)O (acetic acid). Product: ClC1=CC(=C(N)C(=C1)[N+](=O)[O-])I (4-chloro-2-iodo-6-nitroaniline). Isolated yield 14.2%. As a reaction SMILES: [Cl:1][C:2]1[CH:8]=[CH:7][C:5]([NH2:6])=[C:4]([N+:9]([O-:11])=[O:10])[CH:3]=1.[I:12]Cl.O>C(O)(=O)C>[Cl:1][C:2]1[CH:3]=[C:4]([N+:9]([O-:11])=[O:10])[C:5]([NH2:6])=[C:7]([I:12])[CH:8]=1. Reported procedure: A solution of 4-chloro-2-nitroaniline (34.5 g) in acetic acid (500 ml) was refluxed with iodine monochloride (65.0 g) for 7 h with stirring, then was cooled and added to excess water. The precipitate was filtered off, washed with aqueous sodium sulphite and after column chromatography yielded 4-chloro-2-iodo-6-nitroaniline (8.5 g). δ (360 MHz, DMSO-d6) 7.13 (2H, bs, NH2), 8.08 (1H, d, 3-H) and 8.13 (1H, d, 5-H). The reactants are BrC1=NN(C=C1)C (3-bromo-1-methyl-1H-pyrazole), C(CC#C)C=1SC2=C(N1)C=CC=C2 (2-but-3-ynyl-benzo[d]thiazole). Product: CN1N=C(C=C1)C#CCCC=1SC2=C(N1)C=CC=C2 (2-(4-(1-methyl-1H-pyrazol-3-yl)but-3-ynyl)benzo[d]thiazole). Yield: 21.0%. RXN SMILES: Br[C:2]1[CH:6]=[CH:5][N:4]([CH3:7])[N:3]=1.[CH2:8]([C:12]1[S:13][C:14]2[CH:20]=[CH:19][CH:18]=[CH:17][C:15]=2[N:16]=1)[CH2:9][C:10]#[CH:11]>>[CH3:7][N:4]1[CH:5]=[CH:6][C:2]([C:11]#[C:10][CH2:9][CH2:8][C:12]2[S:13][C:14]3[CH:20]=[CH:19][CH:18]=[CH:17][C:15]=3[N:16]=2)=[N:3]1. Procedure: The title compound was prepared in accordance with the general method of Example 108(C), from 3-bromo-1-methyl-1H-pyrazole (100 mg, 0.62 mmol) and 2-but-3-ynyl-benzo[d]thiazole (233 mg, 1.24 mmol, Example 35(A)). The crude residue was purified by flash chromatography (cyclohexane/AcOEt 7:3) to yield 35 mg (0.13 mmol, 21%) of 2-(4-(1-methyl-1H-pyrazol-3-yl)but-3-ynyl)benzo[d]thiazole as a brown semi-solid. Reactants: Fc1ccc2[nH]cc(C3CCC(NCc4ccccc4)C3)c2c1, CO, O=C[O-], [NH4+]. Yields the product NC1CCC(c2c[nH]c3ccc(F)cc23)C1. RXN SMILES: [CH2:1]([c:2]1[cH:3][cH:4][cH:5][cH:6][cH:7]1)[NH:8][CH:9]1[CH2:10][CH:11]([c:14]2[cH:15][nH:16][c:17]3[cH:18][cH:19][c:20]([F:23])[cH:21][c:22]23)[CH2:12][CH2:13]1.[CH3:28][OH:29].[CH:24]([O-:25])=[O:26].[NH4+:27]>>[NH2:8][CH:9]1[CH2:10][CH:11]([c:14]2[cH:15][nH:16][c:17]3[cH:18][cH:19][c:20]([F:23])[cH:21][c:22]23)[CH2:12][CH2:13]1.